From a dataset of the Open Reaction Database (ORD), a public repository of structured organic reaction records. describe an organic reaction: reactants, conditions, products, and yield The reactants are O=C(n1ccnc1)n1ccnc1, CC(C)(C)OC(=O)NCCCCC(=O)O, C1CCOC1, CC(C)NC(C)C, [Cl-], [NH4+], CCOC(=O)Cc1ccccc1. The product is CCOC(=O)C(C(=O)CCCCNC(=O)OC(C)(C)C)c1ccccc1. As a reaction SMILES: [C:16]([n:17]1[cH:18][cH:19][n:20][cH:21]1)([n:22]1[cH:23][cH:24][n:25][cH:26]1)=[O:27].[C:1]([CH3:2])([CH3:3])([CH3:4])[O:5][C:6](=[O:7])[NH:8][CH2:9][CH2:10][CH2:11][CH2:12][C:13](=[O:14])[OH:15].[CH2:49]1[O:50][CH2:51][CH2:52][CH2:53]1.[CH:28]([NH:29][CH:30]([CH3:31])[CH3:32])([CH3:33])[CH3:34].[Cl-:47].[NH4+:48].[c:35]1([CH2:41][C:42](=[O:43])[O:44][CH2:45][CH3:46])[cH:36][cH:37][cH:38][cH:39][cH:40]1>>[C:1]([CH3:2])([CH3:3])([CH3:4])[O:5][C:6](=[O:7])[NH:8][CH2:9][CH2:10][CH2:11][CH2:12][C:13](=[O:15])[CH:41]([c:35]1[cH:36][cH:37][cH:38][cH:39][cH:40]1)[C:42](=[O:43])[O:44][CH2:45][CH3:46]. Starting materials: NC=1C(=C(C(=C(C1)N1C=C(C(C2=CC(=C(C(=C12)Cl)F)F)=O)C(=O)O)F)F)F (1-(5-Amino-2,3,4-trifluorophenyl)-8-chloro-6,7-difluoro-4-oxo-1,4-dihydroquinoline-3-carboxylic acid), CN (methylamine). Solvent: N1=CC=CC=C1 (pyridine). Conditions: time 2 hour. The product is NC=1C(=C(C(=C(C1)N1C=C(C(C2=CC(=C(C(=C12)Cl)NC)F)=O)C(=O)O)F)F)F (1-(5-Amino-2,3,4-trifluorophenyl)-8-chloro-6-fluoro-7-methylamino-4-oxo-1,4-dihydroquinoline-3-carboxylic Acid). Yield: 53.5%. As a reaction SMILES: [NH2:1][C:2]1[C:3]([F:27])=[C:4]([F:26])[C:5]([F:25])=[C:6]([N:8]2[C:17]3[C:12](=[CH:13][C:14]([F:20])=[C:15](F)[C:16]=3[Cl:18])[C:11](=[O:21])[C:10]([C:22]([OH:24])=[O:23])=[CH:9]2)[CH:7]=1.[CH3:28][NH2:29]>N1C=CC=CC=1>[NH2:1][C:2]1[C:3]([F:27])=[C:4]([F:26])[C:5]([F:25])=[C:6]([N:8]2[C:17]3[C:12](=[CH:13][C:14]([F:20])=[C:15]([NH:29][CH3:28])[C:16]=3[Cl:18])[C:11](=[O:21])[C:10]([C:22]([OH:24])=[O:23])=[CH:9]2)[CH:7]=1. Procedure: 1-(5-Amino-2,3,4-trifluorophenyl)-8-chloro-6,7-difluoro-4-oxo-1,4-dihydroquinoline-3-carboxylic acid (100 mg) and a 40% methylamine solution (88 mg) were added to pyridine (1 ml), and the mixture was stirred at room temperature for 2 hours. The reaction mixture was concentrated under reduced pressure, and ethanol was added to the residue. Solids were collected by filtration and washed with diethyl ether to obtain the title compound (55 mg) as a yellow powder.